From a dataset of the Open Reaction Database (ORD), a public repository of structured organic reaction records. describe an organic reaction: reactants, conditions, products, and yield Starting materials: [Mg] (magnesium), CN(C)C(C1C(CCCC1)=O)C1=CC=CC=C1 (2-(dimethylaminophenylmethyl)cyclohexanone), FC1=C(CBr)C=C(C=C1)F (2,5-difluorobenzyl bromide), Grignard reagent, [Cl-].[NH4+] (ammonium chloride). Run in CCOCC (ether), CCOCC (ether), CCOCC (ether). The product is crude base, Cl.FC1=C(CC2(C(CCCC2)C(C2=CC=CC=C2)N(C)C)O)C=C(C=C1)F (1-(2,5-difluoro-benzyl)-2-(dimethylaminophenylmethyl)cyclohexanol, hydrochloride). Isolated yield 56.4%. RXN SMILES: [Mg].[F:2][C:3]1[CH:10]=[CH:9][C:8]([F:11])=[CH:7][C:4]=1[CH2:5]Br.[CH3:12][N:13]([CH:15]([C:23]1[CH:28]=[CH:27][CH:26]=[CH:25][CH:24]=1)[CH:16]1[CH2:21][CH2:20][CH2:19][CH2:18][C:17]1=[O:22])[CH3:14].[Cl-:29].[NH4+]>CCOCC>[ClH:29].[F:2][C:3]1[CH:10]=[CH:9][C:8]([F:11])=[CH:7][C:4]=1[CH2:5][C:17]1([OH:22])[CH2:18][CH2:19][CH2:20][CH2:21][CH:16]1[CH:15]([N:13]([CH3:12])[CH3:14])[C:23]1[CH:24]=[CH:25][CH:26]=[CH:27][CH:28]=1 |f:3.4,6.7|. Procedure details: 0.29 g (11.9 mmole) of magnesium turnings was stirred in 5 ml of ether of analysis purity. 2.47 g (11.9 mmole) of 2,5-difluorobenzyl bromide dissolved in 10 ml of ether were added dropwise so that the reaction mixture boiled gently. After completion of the addition the reaction mixture was stirred for a further hour at RT. 2.30 g (9.9 mmole) of the 2-(dimethylaminophenylmethyl)cyclohexanone prepared according to Example 1 were dissolved in 10 ml of ether, added dropwise to the Grignard reagent w...